This data is from the Open Reaction Database (ORD), a public repository of structured organic reaction records. The task is: describe an organic reaction: reactants, conditions, products, and yield The reactants are C1(=CC=CC=C1)C (toluene), OC1=CC2=C(C(=CO2)CC(=O)OC)C=C1 (methyl (6-hydroxy-1-benzofuran-3-yl)acetate), ClCC=1C=C(C=CC1)C1=C(C=C(C=C1C)OCCCS(=O)(=O)C)C (3′-(chloromethyl)-2,6-dimethyl-4-[3-(methylsulfonyl)propoxy]biphenyl), P(=O)([O-])([O-])[O-].[K+].[K+].[K+] (tripotassium phosphate). Solvent: O (water), CN(C=O)C (N,N-dimethylformamide). Reaction conditions: temperature 70 celsius, time 3 hour. The product is CC1=C(C(=CC(=C1)OCCCS(=O)(=O)C)C)C1=CC(=CC=C1)COC1=CC2=C(C(=CO2)CC(=O)O)C=C1 ([6-({2′,6′-dimethyl-4′-[3-(methylsulfonyl)propoxy]biphenyl-3-yl}methoxy)-1-benzofuran-3-yl]acetic acid). Isolated yield 76.0%. Reaction SMILES: [OH:1][C:2]1[CH:15]=[CH:14][C:5]2[C:6]([CH2:9][C:10]([O:12]C)=[O:11])=[CH:7][O:8][C:4]=2[CH:3]=1.Cl[CH2:17][C:18]1[CH:19]=[C:20]([C:24]2[C:29]([CH3:30])=[CH:28][C:27]([O:31][CH2:32][CH2:33][CH2:34][S:35]([CH3:38])(=[O:37])=[O:36])=[CH:26][C:25]=2[CH3:39])[CH:21]=[CH:22][CH:23]=1.P([O-])([O-])([O-])=O.[K+].[K+].[K+].C1(C)C=CC=CC=1>CN(C)C=O.O>[CH3:39][C:25]1[CH:26]=[C:27]([O:31][CH2:32][CH2:33][CH2:34][S:35]([CH3:38])(=[O:36])=[O:37])[CH:28]=[C:29]([CH3:30])[C:24]=1[C:20]1[CH:21]=[CH:22][CH:23]=[C:18]([CH2:17][O:1][C:2]2[CH:15]=[CH:14][C:5]3[C:6]([CH2:9][C:10]([OH:12])=[O:11])=[CH:7][O:8][C:4]=3[CH:3]=2)[CH:19]=1 |f:2.3.4.5|. Reported procedure: To a solution of methyl (6-hydroxy-1-benzofuran-3-yl)acetate (17.7 g) and 3′-(chloromethyl)-2,6-dimethyl-4-[3-(methylsulfonyl)propoxy]biphenyl (31.5 g) in N,N-dimethylformamide (60 mL) was added tripotassium phosphate (27.4 g), and the mixture was stirred at 70° C. for 3 hr. The mixture was allowed to cool to room temperature, toluene (240 mL) and water (240 mL) were added, and an extraction operation was performed. The aqueous phase was extracted with toluene (240 mL), and the extract was washe... Starting materials: [H-].[Al+3].[Li+].[H-].[H-].[H-] (Lithium aluminum hydride), C1(=CC=C(C=C1)S(=O)(=O)OCCC1=C(C(=CC=C1F)F)F)C (1-[2-(p-toluenesulfonyloxy)ethyl]-2,3,6-trifluorobenzene), O (water), [OH-].[Na+] (sodium hydroxide), O (water). Solvent: C(C)OCC (diethyl ether), C(C)OCC (diethyl ether). Reaction conditions: time 1 hour. Product: FC1=C(C(=CC=C1F)F)CC (2,3,6-trifluoro-1-ethylbenzene). Isolated yield 116.9%. As a reaction SMILES: [H-].[Al+3].[Li+].[H-].[H-].[H-].C1(C)C=CC(S(O[CH2:17][CH2:18][C:19]2[C:24]([F:25])=[CH:23][CH:22]=[C:21]([F:26])[C:20]=2[F:27])(=O)=O)=CC=1.O.[OH-].[Na+]>C(OCC)C>[F:27][C:20]1[C:21]([F:26])=[CH:22][CH:23]=[C:24]([F:25])[C:19]=1[CH2:18][CH3:17] |f:0.1.2.3.4.5,8.9|. Procedure: Lithium aluminum hydride (5.6 g) is suspended in dry diethyl ether (70 ml) and thereto is added dropwise with stirring a solution of 1-[2-(p-toluenesulfonyloxy)ethyl]-2,3,6-trifluorobenzene (23.3 g) in dry diethyl ether (170 ml) at below 10° C., and the mixture is stirred at room temperature for one hour. To the reaction mixture are added water (5.6 ml), 10% aqueous sodium hydroxide (10.0 ml) and water (5.6 ml) in this order, and the mixture is stirred at room temperature for 30 minutes. The res...